From a dataset of the Open Reaction Database (ORD), a public repository of structured organic reaction records. describe an organic reaction: reactants, conditions, products, and yield The reactants are N1=CC(=CC=C1)CNC(=O)C1=C(N=C(S1)C=1NN=CC1)C (4-methyl-2-(2H-pyrazol-3-yl)-thiazole-5-carboxylic acid (pyridin-3-ylmethyl)-amide), ClC1=CC=C(CBr)C=C1 (4-chlorobenzyl bromide), C([O-])([O-])=O.[K+].[K+] (potassium carbonate). Run in CS(=O)C (dimethyl sulfoxide), C(C)(=O)OCC (ethyl acetate). Reaction conditions: temperature 90 celsius. Product: N1=CC(=CC=C1)CNC(=O)C1=C(N=C(S1)C1=NN(C=C1)CC1=CC=C(C=C1)Cl)C (2-[1-(4-chloro-benzyl)-1H-pyrazol-3-yl]-4-methyl-thiazole-5-carboxylic acid (pyridin-3-ylmethyl)amide). The yield is 25.0%. RXN SMILES: [N:1]1[CH:6]=[CH:5][CH:4]=[C:3]([CH2:7][NH:8][C:9]([C:11]2[S:15][C:14]([C:16]3[NH:17][N:18]=[CH:19][CH:20]=3)=[N:13][C:12]=2[CH3:21])=[O:10])[CH:2]=1.[Cl:22][C:23]1[CH:30]=[CH:29][C:26]([CH2:27]Br)=[CH:25][CH:24]=1.C(=O)([O-])[O-].[K+].[K+]>CS(C)=O.C(OCC)(=O)C>[N:1]1[CH:6]=[CH:5][CH:4]=[C:3]([CH2:7][NH:8][C:9]([C:11]2[S:15][C:14]([C:16]3[CH:20]=[CH:19][N:18]([CH2:27][C:26]4[CH:29]=[CH:30][C:23]([Cl:22])=[CH:24][CH:25]=4)[N:17]=3)=[N:13][C:12]=2[CH3:21])=[O:10])[CH:2]=1 |f:2.3.4|. Procedure: To a solution of 4-methyl-2-(2H-pyrazol-3-yl)-thiazole-5-carboxylic acid (pyridin-3-ylmethyl)-amide (0.2 g, 0.67 mmol) in dimethyl sulfoxide (5 mL) was added with 4-chlorobenzyl bromide (0.14 g, 0.67 mmol) and potassium carbonate (0.30 g, 2.0 mmol). The reaction mixture was heated to 90° C. for 16 hr. The reaction mixture was cooled to room temperature, diluted with ethyl acetate (50 mL), and washed with brine (2×50 mL). The organic phase was dried (Na2SO4) and evaporated. The residue was purifi...